From a dataset of the Open Reaction Database (ORD), a public repository of structured organic reaction records. describe an organic reaction: reactants, conditions, products, and yield The reactants are C(C)OC(=O)C1(CC1)C1=CC=C(C=C1)C1=CC=C(C=C1)C1=CC(=NO1)C (1-[4′-(3-Methyl-isoxazol-5-yl)-biphenyl-4-yl]-cyclopropanecarboxylic acid ethyl ester), BrN1C(CCC1=O)=O (N-bromosuccinimide). The solvent is C(C)(=O)O (acetic acid). Reaction conditions: time 1 hour. Product: C(C)OC(=O)C1(CC1)C1=CC=C(C=C1)C1=CC=C(C=C1)C1=C(C(=NO1)C)Br (1-[4′-(4-Bromo-3-methyl-isoxazol-5-yl)-biphenyl-4-yl]-cyclopropanecarboxylic acid ethyl ester). Reaction SMILES: [CH2:1]([O:3][C:4]([C:6]1([C:9]2[CH:14]=[CH:13][C:12]([C:15]3[CH:20]=[CH:19][C:18]([C:21]4[O:25][N:24]=[C:23]([CH3:26])[CH:22]=4)=[CH:17][CH:16]=3)=[CH:11][CH:10]=2)[CH2:8][CH2:7]1)=[O:5])[CH3:2].[Br:27]N1C(=O)CCC1=O>C(O)(=O)C>[CH2:1]([O:3][C:4]([C:6]1([C:9]2[CH:14]=[CH:13][C:12]([C:15]3[CH:20]=[CH:19][C:18]([C:21]4[O:25][N:24]=[C:23]([CH3:26])[C:22]=4[Br:27])=[CH:17][CH:16]=3)=[CH:11][CH:10]=2)[CH2:8][CH2:7]1)=[O:5])[CH3:2]. Reported procedure: 1-[4′-(3-Methyl-isoxazol-5-yl)-biphenyl-4-yl]-cyclopropanecarboxylic acid ethyl ester (1.00 g, 2.88 mmol) was dissolved in acetic acid (12 mL) and N-bromosuccinimide (0.563 g, 3.2 mmol) was added. After stirring at room temperature for 1 hour, the reaction mixture was submitted to standard aqueous workup to give the title compound, which was used in the next step without further purification. Reactants: C=CC(=O)CCCCC, CCO, c1ccc(CCCC2CCNCC2)cc1. The product is CCCCCC(=O)CCN1CCC(CCCc2ccccc2)CC1. Reaction SMILES: [CH2:16]=[CH:17][C:18]([CH2:19][CH2:20][CH2:21][CH2:22][CH3:23])=[O:24].[CH3:25][CH2:26][OH:27].[c:1]1([CH2:7][CH2:8][CH2:9][CH:10]2[CH2:11][CH2:12][NH:13][CH2:14][CH2:15]2)[cH:2][cH:3][cH:4][cH:5][cH:6]1>>[c:1]1([CH2:7][CH2:8][CH2:9][CH:10]2[CH2:11][CH2:12][N:13]([CH2:16][CH2:17][C:18]([CH2:19][CH2:20][CH2:21][CH2:22][CH3:23])=[O:24])[CH2:14][CH2:15]2)[cH:2][cH:3][cH:4][cH:5][cH:6]1. The reactants are [Li]CCCC, C1CCOC1, CC#N, COCCOc1cc(CC(=O)OC)ccc1OC, [Cl-], [NH4+], O. Yields the product COCCOc1cc(CC(=O)CC#N)ccc1OC. RXN SMILES: [CH2:1]([Li:2])[CH2:3][CH2:4][CH3:5].[CH2:29]1[O:30][CH2:31][CH2:32][CH2:33]1.[CH3:6][C:7]#[N:8].[CH3:9][O:10][C:11]([CH2:12][c:13]1[cH:14][c:15]([O:21][CH2:22][CH2:23][O:24][CH3:25])[c:16]([O:19][CH3:20])[cH:17][cH:18]1)=[O:26].[Cl-:27].[NH4+:28].[OH2:34]>>[CH2:6]([C:7]#[N:8])[C:11](=[O:10])[CH2:12][c:13]1[cH:14][c:15]([O:21][CH2:22][CH2:23][O:24][CH3:25])[c:16]([O:19][CH3:20])[cH:17][cH:18]1. Reaction SMILES: [N:1]1([C:6]2[CH:18]=[CH:17][C:9]([O:10][CH:11]3[CH2:16][CH2:15][CH2:14][NH:13][CH2:12]3)=[CH:8][CH:7]=2)[CH:5]=[CH:4][N:3]=[CH:2]1.CO.[CH3:21][O:22][C:23]1[C:32]2[C:27](=[CH:28][CH:29]=[CH:30][CH:31]=2)[C:26]([CH:33]=O)=[CH:25][CH:24]=1>C(Cl)Cl>[N:1]1([C:6]2[CH:18]=[CH:17][C:9]([O:10][CH:11]3[CH2:16][CH2:15][CH2:14][N:13]([CH2:33][C:26]4[C:27]5[C:32](=[CH:31][CH:30]=[CH:29][CH:28]=5)[C:23]([O:22][CH3:21])=[CH:24][CH:25]=4)[CH2:12]3)=[CH:8][CH:7]=2)[CH:5]=[CH:4][N:3]=[CH:2]1. Reaction conditions: time 8 hour. Isolated yield 10.4%. Procedure: To a mixture of 3-[4-(imidazol-1-yl)phenoxy]piperidine (308 mg, 1.26 mmol), methanol (6.0 mL) was added 4-methoxy-1-naphthaldehyde (1.25 eq, 298 mg), followed by borane pyridine complex (0.196 mL, 1.25 eq.). The resulting mixture was stirred overnight. The methanol was evaporated, and the residue diluted with ethyl acetate, washed with water and brine. Evaporation of the solvent in vacuo gave a crude product. Flash column chromatography on silical gel with 1–2% methanol in methylene chloride aff... The reactants are N1(C=NC=C1)C1=CC=C(OC2CNCCC2)C=C1 (3-[4-(imidazol-1-yl)phenoxy]piperidine), CO (methanol), COC1=CC=C(C2=CC=CC=C12)C=O (4-methoxy-1-naphthaldehyde), CO (methanol). Run in C(Cl)Cl (methylene chloride). Product: N1(C=NC=C1)C1=CC=C(OC2CN(CCC2)CC2=CC=C(C3=CC=CC=C23)OC)C=C1 (3-[4-(imidazol-1-yl)phenoxy]-1-[(4-methoxynaphth-1-yl)methyl]piperidine). The reactants are CCCN(CCC)CCCCN(CC(=O)OCC)Cc1ccc(CNC(=O)OC(C)(C)C)cc1, CCO, Cl, C1COCCO1. Yields the product CCCN(CCC)CCCCN(CC(=O)OCC)Cc1ccc(CN)cc1. Reaction SMILES: [CH2:1]([CH3:2])[O:3][C:4]([CH2:5][N:6]([CH2:7][CH2:8][CH2:9][CH2:10][N:11]([CH2:12][CH2:13][CH3:14])[CH2:15][CH2:16][CH3:17])[CH2:18][c:19]1[cH:20][cH:21][c:22]([CH2:25][NH:26][C:27]([O:28][C:29]([CH3:30])([CH3:31])[CH3:32])=[O:33])[cH:23][cH:24]1)=[O:34].[CH3:42][CH2:43][OH:44].[ClH:41].[O:35]1[CH2:36][CH2:37][O:38][CH2:39][CH2:40]1>>[CH2:1]([CH3:2])[O:3][C:4]([CH2:5][N:6]([CH2:7][CH2:8][CH2:9][CH2:10][N:11]([CH2:12][CH2:13][CH3:14])[CH2:15][CH2:16][CH3:17])[CH2:18][c:19]1[cH:20][cH:21][c:22]([CH2:25][NH2:26])[cH:23][cH:24]1)=[O:34].